Dataset: the Open Reaction Database (ORD), a public repository of structured organic reaction records. Task: describe an organic reaction: reactants, conditions, products, and yield Reactants: ClCCl, COc1ccc(S(=O)(=O)N(Cc2ccccc2)C(CC(C)C)C(=O)OC(C)(C)C)cc1. The product is COc1ccc(S(=O)(=O)N(Cc2ccccc2)C(CC(C)C)C(=O)O)cc1. RXN SMILES: [CH2:32]([Cl:33])[Cl:34].[CH3:1][O:2][c:3]1[cH:4][cH:5][c:6]([S:9](=[O:10])(=[O:11])[N:12]([CH:13]([C:14](=[O:15])[O:16][C:17]([CH3:18])([CH3:19])[CH3:20])[CH2:21][CH:22]([CH3:23])[CH3:24])[CH2:25][c:26]2[cH:27][cH:28][cH:29][cH:30][cH:31]2)[cH:7][cH:8]1>>[CH3:1][O:2][c:3]1[cH:4][cH:5][c:6]([S:9](=[O:10])(=[O:11])[N:12]([CH:13]([C:14](=[O:15])[OH:16])[CH2:21][CH:22]([CH3:23])[CH3:24])[CH2:25][c:26]2[cH:27][cH:28][cH:29][cH:30][cH:31]2)[cH:7][cH:8]1. Run in C(C)O (ethanol), C(C)OCC (diethyl ether). Procedure: A mixture of 0.8 g of 3-(3-pyridyl)-2-ethylacrylic acid, 2.2 g of 4-(4-diphenylmethyl-1-piperazinyl)butylamine, 0.87 g of 1-ethyl-3-(3-dimethylaminopropyl)carbodiimide hydrochloride, and 30 ml of dichloromethane is stirred at room temperature overnight. The reaction mixture is washed with water and dried over magnesium sulfate, and the solvent is distilled off. The residue is chromatographed on silica gel with chloroform-methanol (30:1) to give a brown oil, which is dissolved in 5 ml of ethanol ... Starting materials: N1=CC(=CC=C1)C=C(C(=O)O)CC (3-(3-pyridyl)-2-ethylacrylic acid), C1(=CC=CC=C1)C(N1CCN(CC1)CCCCN)C1=CC=CC=C1 (4-(4-diphenylmethyl-1-piperazinyl)butylamine), Cl.C(C)N=C=NCCCN(C)C (1-ethyl-3-(3-dimethylaminopropyl)carbodiimide hydrochloride), ClCCl (dichloromethane), C(\C=C\C(=O)O)(=O)O (fumaric acid). Product: C(\C=C\C(=O)O)(=O)O.N1=CC(=CC=C1)C=C(C(=O)NCCCCN1CCN(CC1)C(C1=CC=CC=C1)C1=CC=CC=C1)CC.C(\C=C\C(=O)O)(=O)O.C(\C=C\C(=O)O)(=O)O.N1=CC(=CC=C1)C=C(C(=O)NCCCCN1CCN(CC1)C(C1=CC=CC=C1)C1=CC=CC=C1)CC (N-[3-(3-pyridyl)-2-ethylacryloyl]-4-(4-diphenylmethyl-1-piperazinyl)butylamine sesquifumarate). Reaction conditions: time 8 hour. RXN SMILES: [N:1]1[CH:6]=[CH:5][CH:4]=[C:3]([CH:7]=[C:8]([CH2:12][CH3:13])[C:9]([OH:11])=[O:10])[CH:2]=1.[C:14]1([CH:20]([C:32]2[CH:37]=[CH:36][CH:35]=[CH:34][CH:33]=2)[N:21]2[CH2:26][CH2:25][N:24]([CH2:27][CH2:28][CH2:29][CH2:30][NH2:31])[CH2:23][CH2:22]2)[CH:19]=[CH:18][CH:17]=[CH:16][CH:15]=1.Cl.C(N=C=NCCCN(C)C)C.ClCCl.[C:53]([OH:60])(=[O:59])/[CH:54]=[CH:55]/[C:56]([OH:58])=[O:57]>C(O)C.C(OCC)C>[C:53]([OH:60])(=[O:59])/[CH:54]=[CH:55]/[C:56]([OH:58])=[O:57].[N:1]1[CH:6]=[CH:5][CH:4]=[C:3]([CH:7]=[C:8]([CH2:12][CH3:13])[C:9]([NH:31][CH2:30][CH2:29][CH2:28][CH2:27][N:24]2[CH2:25][CH2:26][N:21]([CH:20]([C:32]3[CH:37]=[CH:36][CH:35]=[CH:34][CH:33]=3)[C:14]3[CH:15]=[CH:16][CH:17]=[CH:18][CH:19]=3)[CH2:22][CH2:23]2)=[O:11])[CH:2]=1.[C:53]([OH:60])(=[O:59])/[CH:54]=[CH:55]/[C:56]([OH:58])=[O:57].[C:53]([OH:60])(=[O:59])/[CH:54]=[CH:55]/[C:56]([OH:58])=[O:57].[N:1]1[CH:6]=[CH:5][CH:4]=[C:3]([CH:7]=[C:8]([CH2:12][CH3:13])[C:9]([NH:31][CH2:30][CH2:29][CH2:28][CH2:27][N:24]2[CH2:23][CH2:22][N:21]([CH:20]([C:14]3[CH:15]=[CH:16][CH:17]=[CH:18][CH:19]=3)[C:32]3[CH:33]=[CH:34][CH:35]=[CH:36][CH:37]=3)[CH2:26][CH2:25]2)=[O:10])[CH:2]=1 |f:2.3,8.9.10.11.12|. Product: CCCCCCC(C)(O)CCO. Reactants: [Al+3], CCOCC, CCCCCCC(C)(O)CC(=O)OCC, [H-], [H-], [H-], [H-], [Li+]. Reaction SMILES: [Al+3:2].[CH3:22][CH2:23][O:24][CH2:25][CH3:26].[CH3:7][C:8]([CH2:9][C:10](=[O:11])[O:12][CH2:13][CH3:14])([CH2:15][CH2:16][CH2:17][CH2:18][CH2:19][CH3:20])[OH:21].[H-:1].[H-:4].[H-:5].[H-:6].[Li+:3]>>[CH3:7][C:8]([CH2:9][CH2:10][OH:11])([CH2:15][CH2:16][CH2:17][CH2:18][CH2:19][CH3:20])[OH:21]. The reactants are CN(C(=O)c1cc2c(s1)-c1ccc(Br)cc1OCC2)c1cc(C(=O)O)ccc1Cl, C1CCOC1, CCN=C=NCCCN(C)C, CCN(C(C)C)C(C)C, CC(O)CN, O, On1nnc2ccccc21. Product: CC(O)CNC(=O)c1ccc(Cl)c(N(C)C(=O)c2cc3c(s2)-c2ccc(Br)cc2OCC3)c1. RXN SMILES: [Br:1][c:2]1[cH:3][cH:4][c:5]2[c:6]([cH:29]1)[O:7][CH2:8][CH2:9][c:10]1[c:11]-2[s:12][c:13]([C:15](=[O:16])[N:17]([CH3:18])[c:19]2[cH:20][c:21]([C:22](=[O:23])[OH:24])[cH:25][cH:26][c:27]2[Cl:28])[cH:14]1.[CH2:65]1[O:66][CH2:67][CH2:68][CH2:69]1.[CH3:30][CH2:31][N:32]=[C:33]=[N:34][CH2:35][CH2:36][CH2:37][N:38]([CH3:39])[CH3:40].[CH:51]([N:52]([CH2:53][CH3:54])[CH:55]([CH3:56])[CH3:57])([CH3:58])[CH3:59].[NH2:60][CH2:61][CH:62]([CH3:63])[OH:64].[OH2:70].[OH:41][n:42]1[c:43]2[c:44]([cH:45][cH:46][cH:47][cH:48]2)[n:49][n:50]1>>[Br:1][c:2]1[cH:3][cH:4][c:5]2[c:6]([cH:29]1)[O:7][CH2:8][CH2:9][c:10]1[c:11]-2[s:12][c:13]([C:15](=[O:16])[N:17]([CH3:18])[c:19]2[cH:20][c:21]([C:22](=[O:23])[NH:60][CH2:61][CH:62]([CH3:63])[OH:64])[cH:25][cH:26][c:27]2[Cl:28])[cH:14]1. Starting materials: BrCC1=C(C=C(C(=O)O)C=C1)[N+](=O)[O-] (4-bromomethyl-3-nitrobenzoic acid), CO (MeOH), C1CCC(CC1)N=C=NC2CCCCC2 (DCC). The reagents and catalysts are CN(C)C=1C=CN=CC1 (DMAP). The solvent is C(Cl)Cl (methylene chloride). Conditions: time 2 hour. The product is COC(C1=CC(=C(C=C1)CBr)[N+](=O)[O-])=O (4-bromomethyl-3-nitrobenzoic acid methyl ester). Reaction SMILES: [Br:1][CH2:2][C:3]1[CH:11]=[CH:10][C:6]([C:7]([OH:9])=[O:8])=[CH:5][C:4]=1[N+:12]([O-:14])=[O:13].CO.[CH2:17]1CCC(N=C=NC2CCCCC2)CC1>CN(C1C=CN=CC=1)C.C(Cl)Cl>[CH3:17][O:8][C:7](=[O:9])[C:6]1[CH:10]=[CH:11][C:3]([CH2:2][Br:1])=[C:4]([N+:12]([O-:14])=[O:13])[CH:5]=1. Procedure: To a solution of 4-bromomethyl-3-nitrobenzoic acid (2.6 g, 10 mmol), MeOH (320 mg, 10 mmol) and DMAP (122 mg, 1 mmol) in methylene chloride (40 mL) was added DCC (2.06 g, 10 mmol) and the resulting mixture was stirred at ambient temperature for 2 h. The resulting precipitate was filtered and the filtrate evaporated under reduced pressure. The resulting oil was filtered through a plug of silica gel using methylene chloride as eluent. The solvent was removed under reduced pressure to give 4-bromom... Starting materials: O=C([O-])[O-], CN(C)C=O, [K+], [K+], COC(=O)c1cc(O)cc(C(=O)OC)c1, Cc1ccc(S(=O)(=O)OCC2COC(C)(C)O2)cc1. Yields the product COC(=O)c1cc(OCC2COC(C)(C)O2)cc(C(=O)OC)c1. Reaction SMILES: [C:35](=[O:36])([O-:37])[O-:38].[CH3:41][N:42]([CH3:43])[CH:44]=[O:45].[K+:39].[K+:40].[OH:1][c:2]1[cH:3][c:4]([C:12](=[O:13])[O:14][CH3:15])[cH:5][c:6]([C:7](=[O:8])[O:9][CH3:10])[cH:11]1.[c:16]1([CH3:17])[cH:18][cH:19][c:20]([S:21]([O:22][CH2:26][CH:27]2[O:28][C:29]([CH3:32])([CH3:33])[O:30][CH2:31]2)(=[O:23])=[O:24])[cH:25][cH:34]1>>[O:1]([c:2]1[cH:3][c:4]([C:12](=[O:13])[O:14][CH3:15])[cH:5][c:6]([C:7](=[O:8])[O:9][CH3:10])[cH:11]1)[CH2:26][CH:27]1[O:28][C:29]([CH3:32])([CH3:33])[O:30][CH2:31]1. The reactants are [Cl-].[Al+3].[Cl-].[Cl-] (aluminum chloride), FC=1C=CC=C2CCC(C12)=O (7-fluoro-2,3-dihydro-1H-inden-1-one), Cl (HCl), BrBr (bromine). Solvent: ClC(C)Cl (dichloroethane). Reaction conditions: temperature 65 celsius. Yields the product BrC1=C2CCC(C2=C(C=C1)F)=O (4-bromo-7-fluoro-2,3-dihydro-1H-inden-1-one). Isolated yield 64.3%. As a reaction SMILES: [Cl-].[Al+3].[Cl-].[Cl-].[F:5][C:6]1[CH:7]=[CH:8][CH:9]=[C:10]2[C:14]=1[C:13](=[O:15])[CH2:12][CH2:11]2.[Br:16]Br.Cl>ClC(Cl)C>[Br:16][C:9]1[CH:8]=[CH:7][C:6]([F:5])=[C:14]2[C:10]=1[CH2:11][CH2:12][C:13]2=[O:15] |f:0.1.2.3|. Procedure: To a room temperature solution of aluminum chloride (11.77 g, 88 mmol) in dichloroethane (100 mL) was added 7-fluoro-2,3-dihydro-1H-inden-1-one (5.3 g, 35.3 mmol) followed with bromine (1.91 mL, 37.1 mmol). The mixture was heated at 65° C. for 16 hours, then cooled to ambient temperature and poured into a mixture of ice and HCl (1N aqueous). The mixture was extracted twice with ether (200 mL). The combined organic extracts were dried (MgSO4), filtered, and concentrated under reduced pressure. Th...